From a dataset of the Open Reaction Database (ORD), a public repository of structured organic reaction records. describe an organic reaction: reactants, conditions, products, and yield Reactants: O=O (oxygen), C[C@]12CC[C@@H](C[C@H]1CC[C@@H]3[C@@H]2C[C@H]([C@]4([C@@]3(CC[C@@H]4C5=CC(=O)OC5)O)C)O)O (Digoxigenin). As a reaction SMILES: [CH3:1][C@@:2]12[C@H:11]3[CH2:12][C@@H:13]([OH:27])[C@:14]4([CH3:26])[C@@H:18]([C:19]5[CH2:24][O:23][C:21](=[O:22])[CH:20]=5)[CH2:17][CH2:16][C@:15]4([OH:25])[C@@H:10]3[CH2:9][CH2:8][C@@H:7]1[CH2:6][C@@H:5]([OH:28])[CH2:4][CH2:3]2.O=O>O.CC(C)=O.[Pt]>[CH3:1][C@@:2]12[CH:11]3[CH2:12][C@@H:13]([OH:27])[C@:14]4([CH3:26])[C@@H:18]([C:19]5[CH2:24][O:23][C:21](=[O:22])[CH:20]=5)[CH2:17][CH2:16][C@:15]4([OH:25])[CH:10]3[CH2:9][CH2:8][C@@H:7]1[CH2:6][C:5](=[O:28])[CH2:4][CH2:3]2. Procedure: Platinum IV oxide (0.5 g) was added to 1.0 g of Digoxigenin and dissolved in 100 mls of water and 150 mls of acetone. The mixture was pressurized to 2 atmospheres of oxygen and shaken for catalyst was filtered off, and the solvent stripped off leaving 1.01 g of white solid. This was dissolved in 100 mls of methylene chloride and extracted with 70 mls of water. The water was back-washed with two volumes of 50 mls of methylene chloride. The organic fractions were collected, dried with anhydrous so... The reagents and catalysts are [Pt] (Platinum). Yield: 101.5%. Yields the product C[C@]12CCC(=O)C[C@H]1CCC3C2C[C@H]([C@]4([C@@]3(CC[C@@H]4C5=CC(=O)OC5)O)C)O (3-Ketodigoxigenin). The solvent is CC(=O)C (acetone), O (water). The reactants are CC(=O)Nc1ccc(S(=O)(=O)Cl)cc1, CCOC(C)=O, COC(=O)c1ccccc1Sc1ccccc1N, c1ccncc1. Yields the product COC(=O)c1ccccc1Sc1ccccc1NS(=O)(=O)c1ccc(NC(C)=O)cc1. RXN SMILES: [C:19]([CH3:20])(=[O:21])[NH:22][c:23]1[cH:24][cH:25][c:26]([S:29](=[O:30])(=[O:31])[Cl:32])[cH:27][cH:28]1.[CH3:39][CH2:40][O:41][C:42](=[O:43])[CH3:44].[NH2:1][c:2]1[c:3]([S:8][c:9]2[c:10]([C:11](=[O:12])[O:13][CH3:14])[cH:15][cH:16][cH:17][cH:18]2)[cH:4][cH:5][cH:6][cH:7]1.[cH:33]1[cH:34][cH:35][n:36][cH:37][cH:38]1>>[NH:1]([c:2]1[c:3]([S:8][c:9]2[c:10]([C:11](=[O:12])[O:13][CH3:14])[cH:15][cH:16][cH:17][cH:18]2)[cH:4][cH:5][cH:6][cH:7]1)[S:29]([c:26]1[cH:25][cH:24][c:23]([NH:22][C:19]([CH3:20])=[O:21])[cH:28][cH:27]1)(=[O:30])=[O:31]. Reactants: CC(C)(C)[O-], CC1(C)OC(=O)c2ccc(Cn3cncn3)cc21, CN(C)C=O, O=[N+]([O-])c1cc(F)cc(F)c1, [K+]. Yields the product CC1(C)OC(=O)c2ccc(C(c3c(F)cc([N+](=O)[O-])cc3F)n3cncn3)cc21. As a reaction SMILES: [CH3:19][C:20]([CH3:21])([O-:22])[CH3:23].[CH3:1][C:2]1([CH3:18])[O:3][C:4](=[O:17])[c:5]2[cH:6][cH:7][c:8]([CH2:11][n:12]3[n:13][cH:14][n:15][cH:16]3)[cH:9][c:10]21.[CH3:36][N:37]([CH3:38])[CH:39]=[O:40].[F:25][c:26]1[cH:27][c:28]([N+:33](=[O:34])[O-:35])[cH:29][c:30]([F:32])[cH:31]1.[K+:24]>>[CH3:1][C:2]1([CH3:18])[O:3][C:4](=[O:17])[c:5]2[cH:6][cH:7][c:8]([CH:11]([n:12]3[n:13][cH:14][n:15][cH:16]3)[c:31]3[c:26]([F:25])[cH:27][c:28]([N+:33](=[O:34])[O-:35])[cH:29][c:30]3[F:32])[cH:9][c:10]21.